From a dataset of the Open Reaction Database (ORD), a public repository of structured organic reaction records. describe an organic reaction: reactants, conditions, products, and yield The reactants are BrB(Br)Br, CCOC(=O)c1cnc2cc(COC)nn2c1, ClCCl, O. Product: CCOC(=O)c1cnc2cc(CO)nn2c1. Reaction SMILES: [B:1]([Br:2])([Br:3])[Br:4].[CH3:5][O:6][CH2:7][c:8]1[n:9][n:10]2[c:11]([n:12][cH:13][c:14]([C:16](=[O:17])[O:18][CH2:19][CH3:20])[cH:15]2)[cH:21]1.[Cl:23][CH2:24][Cl:25].[OH2:22]>>[OH:6][CH2:7][c:8]1[n:9][n:10]2[c:11]([n:12][cH:13][c:14]([C:16](=[O:17])[O:18][CH2:19][CH3:20])[cH:15]2)[cH:21]1. Reactants: C(=O)(O)C=C1C=2C=CC=CC2C=2NC(C=3N(C21)C=CN3)=O (10-(carboxymethyl-ene)-5H,10H-imidazo[1,2-a]indeno[1,2-e]pyrazin-4-one). The reagents and catalysts are [Pd] (palladium-on-charcoal). Run in [OH-].[Na+] (sodium hydroxide), O (water). Yields the product C(=O)(O)CC1C=2C=CC=CC2C=2NC(C=3N(C21)C=CN3)=O (10-(carboxymethyl)-5H,10H-imidazo[1,2-a]indeno[1,2-e]pyrazin-4-one). The yield is 87.8%. RXN SMILES: [C:1]([CH:4]=[C:5]1[C:17]2[N:16]3[CH:18]=[CH:19][N:20]=[C:15]3[C:14](=[O:21])[NH:13][C:12]=2[C:11]2[CH:10]=[CH:9][CH:8]=[CH:7][C:6]1=2)([OH:3])=[O:2]>[OH-].[Na+].O.[Pd]>[C:1]([CH2:4][CH:5]1[C:17]2[N:16]3[CH:18]=[CH:19][N:20]=[C:15]3[C:14](=[O:21])[NH:13][C:12]=2[C:11]2[CH:10]=[CH:9][CH:8]=[CH:7][C:6]1=2)([OH:3])=[O:2] |f:1.2|. Procedure details: A solution of 19.95 g of 10-(carboxymethyl-ene)-5H,10H-imidazo[1,2-a]indeno[1,2-e]pyrazin-4-one in 720 ml of 1N sodium hydroxide and 200 ml of water is hydrogenated at 1.7 bar and at a temperature in the region of 23° C. for 22 hours in the presence of 2 g of 10% palladium-on-charcoal. The reaction mixture is filtered and the filtrate is acidified with 95 ml of 1N hydrochloric acid. The precipitate formed is filtered off, washed with water (200 ml), then with acetone (5×200 ml) and dried at 80° ...